From a dataset of the Open Reaction Database (ORD), a public repository of structured organic reaction records. describe an organic reaction: reactants, conditions, products, and yield The reactants are C(C)SC=CC(=O)O (3-(ethylthio)acrylic acid), S(=O)(Cl)Cl (thionyl chloride), CN(C)C=O (DMF), C1(=CC=CC=C1)C (toluene). Conditions: temperature 80 celsius, time 2 hour. The product is C(C)SC=CC(=O)NC1=CC=CC=C1 (3-(ethylthio)-N-(phenyl)acrylamide). As a reaction SMILES: [CH2:1]([S:3][CH:4]=[CH:5][C:6]([OH:8])=O)[CH3:2].S(Cl)(Cl)=O.C[N:14]([CH:16]=O)C.[C:18]1(C)[CH:23]=[CH:22]C=[CH:20][CH:19]=1>>[CH2:1]([S:3][CH:4]=[CH:5][C:6]([NH:14][C:16]1[CH:22]=[CH:23][CH:18]=[CH:19][CH:20]=1)=[O:8])[CH3:2]. Procedure details: To a solution of 3-(ethylthio)acrylic acid (5.67 g) in toluene (50 mL) were added thionyl chloride (3.48 mL) and DMF (catalytic amount) at room temperature, and the mixture was stirred at 80° C. for 2 hours. The reaction mixture was concentrated under reduced pressure. To the residue was added acetonitrile (50 mL), and then was added dropwise a solution of aniline (8.78 g) in acetonitrile (10 mL) under ice-cooling. The mixture was stirred at the same temperature for 1 hour and then at room tempe... Starting materials: C1(CC1)C=1C=CC(=NC1OCC1CCOCC1)C(=O)O (5-cyclopropyl-6-(tetrahydro-pyran-4-ylmethoxy)-pyridine-2-carboxylic acid), C1(CC1)C=1C=CC(=NC1OCC1OCCC1)C(=O)O (5-cyclopropyl-6-(tetrahydro-furan-2-ylmethoxy)-pyridine-2-carboxylic acid), N[C@H](C(=O)NC)CC(C)(C)C ((2S)-2-amino-N,4,4-trimethyl-pentanamide). The product is C1(CC1)C=1C=CC(=NC1OCC1CCOCC1)C(=O)N[C@H](C(=O)NC)CC(C)(C)C ((S)-5-Cyclopropyl-N-(4,4-dimethyl-1-(methylamino)-1-oxopentan-2-yl)-6-((tetrahydro-2H-pyran-4-yl)methoxy)picolinamide). Procedure: The title compound was synthesized in analogy to Example 1, using 5-cyclopropyl-6-(tetrahydro-pyran-4-ylmethoxy)-pyridine-2-carboxylic acid (which can e.g. be prepared in a similar manner than 5-cyclopropyl-6-(tetrahydro-furan-2-ylmethoxy)-pyridine-2-carboxylic acid (Example 166 b)) and (2S)-2-amino-N,4,4-trimethyl-pentanamide (CAN 1160161-70-5) as starting materials, MS (EI): m/e=418.3 [M+H]+. RXN SMILES: [CH:1]1([C:4]2[CH:5]=[CH:6][C:7]([C:18]([OH:20])=O)=[N:8][C:9]=2[O:10][CH2:11][CH:12]2[CH2:17][CH2:16][O:15][CH2:14][CH2:13]2)[CH2:3][CH2:2]1.C1(C2C=CC(C(O)=O)=NC=2OCC2CCCO2)CC1.[NH2:40][C@@H:41]([CH2:46][C:47]([CH3:50])([CH3:49])[CH3:48])[C:42]([NH:44][CH3:45])=[O:43]>>[CH:1]1([C:4]2[CH:5]=[CH:6][C:7]([C:18]([NH:40][C@@H:41]([CH2:46][C:47]([CH3:50])([CH3:49])[CH3:48])[C:42]([NH:44][CH3:45])=[O:43])=[O:20])=[N:8][C:9]=2[O:10][CH2:11][CH:12]2[CH2:13][CH2:14][O:15][CH2:16][CH2:17]2)[CH2:2][CH2:3]1. The reactants are BrCC(=O)OCC (ethyl bromoacetate), CN(C=NC=1SC=C(N1)C)C (N,N-dimethyl-N′-(4-methyl-thiazol-2-yl)-formamidine). The product is [Br-].CN(C)C=NC=1SC=C([N+]1CC(=O)OCC)C (2-(Dimethylamino-methyleneamino)-3-ethoxycarbonylmethyl-4-methyl-thiazol-3-ium Bromide). As a reaction SMILES: [Br:1][CH2:2][C:3]([O:5][CH2:6][CH3:7])=[O:4].[CH3:8][N:9]([CH3:18])[CH:10]=[N:11][C:12]1[S:13][CH:14]=[C:15]([CH3:17])[N:16]=1>>[Br-:1].[CH3:18][N:9]([CH:10]=[N:11][C:12]1[S:13][CH:14]=[C:15]([CH3:17])[N+:16]=1[CH2:2][C:3]([O:5][CH2:6][CH3:7])=[O:4])[CH3:8] |f:2.3|. Reported procedure: prepared by reaction of ethyl bromoacetate with N,N-dimethyl-N′-(4-methyl-thiazol-2-yl)-formamidine. LC-MS: tR=0.61 min; [M+H]+=256.0.